From a dataset of the Open Reaction Database (ORD), a public repository of structured organic reaction records. describe an organic reaction: reactants, conditions, products, and yield Reactants: N[C@]12[C@@H]([C@H]3CC[C@@H]4[C@]5(CC=C(C([C@@H]5CC[C@]4([C@@]3(CC1)C)C)(C)C)C1=CC=C(C(=O)OC)C=C1)C)[C@@H](CC2)C(=C)C (methyl 4-((1R,3aS,5aR,5bR,7aR,11aS,11bR,13aR,13bR)-3a-amino-5a,5b,8,8,11a-pentamethyl-1-(prop-1-en-2-yl)-2,3,3a,4,5,5a,5b,6,7,7a,8,11,11a,11b,12,13,13a,13b-octadecahydro-1H-cyclopenta[a]chrysen-9-yl)benzoate), carboxylic acid, amides, Cl.N1=CC(=CC=C1)CC(=O)O (3-pyridylacetic acid hydrochloride). Yields the product C[C@]12CC[C@@]3([C@@H]([C@H]2CC[C@@H]2[C@]4(CC=C(C([C@@H]4CC[C@@]12C)(C)C)C1=CC=C(C(=O)O)C=C1)C)[C@@H](CC3)C(=C)C)NC(CC=3C=NC=CC3)=O (4-((1R,3aS,5aR,5bR,7aR,11aS,11bR,13aR,13bR)-5a,5b,8,8,11a-pentamethyl-1-(prop-1-en-2-yl)-3a-(2-(pyridin-3-yl)acetamido)-2,3,3a,4,5,5a,5b,6,7,7a,8,11,11a,11b,12,13,13a,13b-octadecahydro-1H-cyclopenta[a]chrysen-9-yl)benzoic acid). RXN SMILES: [NH2:1][C@:2]12[CH2:37][CH2:36][C@@H:35]([C:38]([CH3:40])=[CH2:39])[C@@H:3]1[C@@H:4]1[C@@:17]([CH3:20])([CH2:18][CH2:19]2)[C@@:16]2([CH3:21])[C@@H:7]([C@:8]3([CH3:34])[C@@H:13]([CH2:14][CH2:15]2)[C:12]([CH3:23])([CH3:22])[C:11]([C:24]2[CH:33]=[CH:32][C:27]([C:28]([O:30]C)=[O:29])=[CH:26][CH:25]=2)=[CH:10][CH2:9]3)[CH2:6][CH2:5]1.Cl.[N:42]1[CH:47]=[CH:46][CH:45]=[C:44]([CH2:48][C:49](O)=[O:50])[CH:43]=1>>[CH3:20][C@:17]12[C@@:16]3([CH3:21])[C@@H:7]([C@:8]4([CH3:34])[C@@H:13]([CH2:14][CH2:15]3)[C:12]([CH3:23])([CH3:22])[C:11]([C:24]3[CH:33]=[CH:32][C:27]([C:28]([OH:30])=[O:29])=[CH:26][CH:25]=3)=[CH:10][CH2:9]4)[CH2:6][CH2:5][C@@H:4]1[C@H:3]1[C@H:35]([C:38]([CH3:40])=[CH2:39])[CH2:36][CH2:37][C@:2]1([NH:1][C:49](=[O:50])[CH2:48][C:44]1[CH:43]=[N:42][CH:47]=[CH:46][CH:45]=1)[CH2:19][CH2:18]2 |f:1.2|. Procedure: The title compound was prepared from methyl 4-((1R,3aS,5aR,5bR,7aR,11aS,11bR,13aR,13bR)-3a-amino-5a,5b,8,8,11a-pentamethyl-1-(prop-1-en-2-yl)-2,3,3a,4,5,5a,5b,6,7,7a,8,11,11a,11b,12,13,13a,13b-octadecahydro-1H-cyclopenta[a]chrysen-9-yl)benzoate following the general procedure described for the parallel synthesis of C-17 amides above, using 3-pyridylacetic acid hydrochloride as the reacting carboxylic acid. LCMS: m/e 649.6 (M+H)+, 4.07 min (method 3). 1H NMR (599 MHz, <DMSO_CDCl3>) δ=8.49 (d, J=5... Run in C1CCOC1 (THF), C1CCOC1 (THF). The yield is 100.2%. Reaction conditions: temperature 0 celsius, time 4 hour. Procedure details: To a solution of 1-(2,4-dihydroxyphenyl)-2,2,2-trifluoroethanone oxime (Example 70, 0.25 g, 1.13 mmol) in THF (15 mL) was added triphenylphosphine (0.63 g, 2.4 mmol) and the mixture was cooled to 0° C. A solution of DEAD (0.48 mL, 2.3 mmol) in THF (10 mL) was slowly added while the temperature was kept at 0° C., after which the reaction mixture was stirred at 0-5° C. for 4 h. Water (30 mL) was added and the mixture was extracted with EtOAc (3×). The combined organic phases were washed with water... The reactants are OC1=C(C=CC(=C1)O)C(C(F)(F)F)=NO (1-(2,4-dihydroxyphenyl)-2,2,2-trifluoroethanone oxime), C1(=CC=CC=C1)P(C1=CC=CC=C1)C1=CC=CC=C1 (triphenylphosphine), CCOC(=O)/N=N/C(=O)OCC (DEAD), O (Water). Reaction SMILES: O[C:2]1[CH:7]=[C:6]([OH:8])[CH:5]=[CH:4][C:3]=1[C:9](=[N:14][OH:15])[C:10]([F:13])([F:12])[F:11].C1(P(C2C=CC=CC=2)C2C=CC=CC=2)C=CC=CC=1.CCOC(/N=N/C(OCC)=O)=O.O>C1COCC1>[F:13][C:10]([F:11])([F:12])[C:9]1[C:3]2[CH:4]=[CH:5][C:6]([OH:8])=[CH:7][C:2]=2[O:15][N:14]=1. Product: FC(C1=NOC2=C1C=CC(=C2)O)(F)F (3-(trifluoromethyl)-1,2-benzisoxazol-6-ol).